From a dataset of the Open Reaction Database (ORD), a public repository of structured organic reaction records. describe an organic reaction: reactants, conditions, products, and yield Reactants: FC=1C=C2C(=CNC2=C(C1)F)C=1CCN(CC1)C (5,7-difluoro-3-(1-methyl-1,2,3,6-tetrahydro-4-pyridinyl)-1H-indole), ClC1=C(C(=O)Cl)C=C(C=C1)Cl (2,5-dichlorobenzoyl chloride), C[Si](C)(C)[N-][Si](C)(C)C.[Na+] (NaN(TMS)2). The solvent is C1CCOC1 (THF). The product is ClC1=C(C(=O)N2C=C(C3=CC(=CC(=C23)F)F)C=2CCN(CC2)C)C=C(C=C1)Cl (1-(2,5-Dichlorobenzoyl)-5,7-difluoro-3-(1-methyl-1,2,3,6-tetrahydro-4-pyridinyl)indole). RXN SMILES: [F:1][C:2]1[CH:3]=[C:4]2[C:8](=[C:9]([F:11])[CH:10]=1)[NH:7][CH:6]=[C:5]2[C:12]1[CH2:13][CH2:14][N:15]([CH3:18])[CH2:16][CH:17]=1.[Cl:19][C:20]1[CH:28]=[CH:27][C:26]([Cl:29])=[CH:25][C:21]=1[C:22](Cl)=[O:23].C[Si]([N-][Si](C)(C)C)(C)C.[Na+]>C1COCC1>[Cl:19][C:20]1[CH:28]=[CH:27][C:26]([Cl:29])=[CH:25][C:21]=1[C:22]([N:7]1[C:8]2[C:4](=[CH:3][C:2]([F:1])=[CH:10][C:9]=2[F:11])[C:5]([C:12]2[CH2:13][CH2:14][N:15]([CH3:18])[CH2:16][CH:17]=2)=[CH:6]1)=[O:23] |f:2.3|. Reported procedure: (5.6 mg, 33%); from 5,7-difluoro-3-(1-methyl-1,2,3,6-tetrahydro-4-pyridinyl)-1H-indole (Example 4g, 10 mg, 0.04 mmol) and 2,5-dichlorobenzoyl chloride (12.6 mg, 0.06 mmol) with 1M NaN(TMS)2 (60 μL, 0.06 mmol) in THF (0.5 mL) at RT. Reactants: BrCCCC(=O)NC1=CC=C(C=CC(=O)OCC)C=C1 (ethyl 4-(4-bromobutyramido)cinnamate), C([O-])([O-])=O.[K+].[K+] (potassium carbonate). Solvent: C(C)(=O)OCC (ethyl acetate), CN(C=O)C (N,N-dimethylformamide). Conditions: temperature 50 celsius. The product is O=C1N(CCC1)C1=CC=C(C=CC(=O)OCC)C=C1 (ethyl 4-(2-oxo-1-pyrrolidinyl)cinnamate). Yield: 87.8%. RXN SMILES: Br[CH2:2][CH2:3][CH2:4][C:5]([NH:7][C:8]1[CH:20]=[CH:19][C:11]([CH:12]=[CH:13][C:14]([O:16][CH2:17][CH3:18])=[O:15])=[CH:10][CH:9]=1)=[O:6].C(=O)([O-])[O-].[K+].[K+]>CN(C)C=O.C(OCC)(=O)C>[O:6]=[C:5]1[CH2:4][CH2:3][CH2:2][N:7]1[C:8]1[CH:20]=[CH:19][C:11]([CH:12]=[CH:13][C:14]([O:16][CH2:17][CH3:18])=[O:15])=[CH:10][CH:9]=1 |f:1.2.3|. Reported procedure: To a stirred solution of ethyl 4-(4-bromobutyramido)cinnamate (420 mg) in N,N-dimethylformamide (5 ml) was added potassium carbonate (552 mg) at ambient temperature and the resulting mixture was warmed at 50° C. for three hours. The reaction mixture was diluted with ethyl acetate and washed with water and brine. The organic phase was dried over anhydrous magnesium sulfate, and concentrated in vacuo. The residue was purified by flash column chromatography eluting with chloroform to afford ethyl 4... Procedure details: 2-Cyclooctyl-4,4-dimethyl-1,2-diazetidin-3-one prepared in Process 5 of Example 73 and 1-bromo-2-methoxybenzene was used for a similar reaction and treatment as Example 181, and the title compound was obtained as a pale yellow oil. Yields the product C1(CCCCCCC1)N1N(C(C1=O)(C)C)C1=C(C=CC=C1)OC (2-cyclooctyl-1-(2-methoxyphenyl)-4,4-dimethyl-1,2-diazetidin-3-one). The reactants are C1(CCCCCCC1)N1NC(C1=O)(C)C (2-Cyclooctyl-4,4-dimethyl-1,2-diazetidin-3-one), BrC1=C(C=CC=C1)OC (1-bromo-2-methoxybenzene). Reaction SMILES: [CH:1]1([N:9]2[C:12](=[O:13])[C:11]([CH3:15])([CH3:14])[NH:10]2)[CH2:8][CH2:7][CH2:6][CH2:5][CH2:4][CH2:3][CH2:2]1.Br[C:17]1[CH:22]=[CH:21][CH:20]=[CH:19][C:18]=1[O:23][CH3:24]>>[CH:1]1([N:9]2[C:12](=[O:13])[C:11]([CH3:15])([CH3:14])[N:10]2[C:17]2[CH:22]=[CH:21][CH:20]=[CH:19][C:18]=2[O:23][CH3:24])[CH2:8][CH2:7][CH2:6][CH2:5][CH2:4][CH2:3][CH2:2]1. Starting materials: C1CCOC1, CC(C)CO, CCOC(=O)N=NC(=O)OCC, CC(C(=O)NC(c1ccc(O)cc1)C1CCCN1C(=O)OC(C)(C)C)c1ccccc1, c1ccc(P(c2ccccc2)c2ccccc2)cc1. RXN SMILES: [CH2:68]1[O:69][CH2:70][CH2:71][CH2:72]1.[CH3:1][CH:2]([CH2:3][OH:4])[CH3:5].[O:6]=[C:7]([O:8][CH2:9][CH3:10])[N:11]=[N:12][C:13]([O:14][CH2:15][CH3:16])=[O:17].[OH:37][c:38]1[cH:39][cH:40][c:41]([CH:44]([CH:45]2[N:46]([C:50](=[O:51])[O:52][C:53]([CH3:54])([CH3:55])[CH3:56])[CH2:47][CH2:48][CH2:49]2)[NH:57][C:58]([CH:59]([CH3:60])[c:61]2[cH:62][cH:63][cH:64][cH:65][cH:66]2)=[O:67])[cH:42][cH:43]1.[c:18]1([P:19]([c:20]2[cH:21][cH:22][cH:23][cH:24][cH:25]2)[c:26]2[cH:27][cH:28][cH:29][cH:30][cH:31]2)[cH:32][cH:33][cH:34][cH:35][cH:36]1>>[CH3:1][CH:2]([CH2:3][O:4][c:38]1[cH:39][cH:40][c:41]([CH:44]([CH:45]2[N:46]([C:50](=[O:51])[O:52][C:53]([CH3:54])([CH3:55])[CH3:56])[CH2:47][CH2:48][CH2:49]2)[NH:57][C:58]([CH:59]([CH3:60])[c:61]2[cH:62][cH:63][cH:64][cH:65][cH:66]2)=[O:67])[cH:42][cH:43]1)[CH3:5]. Product: CC(C)COc1ccc(C(NC(=O)C(C)c2ccccc2)C2CCCN2C(=O)OC(C)(C)C)cc1. The reactants are FC=1C=C(C=C(C1)OC(C(F)F)(F)F)[C@@](CC=1N=NN(N1)C(C1=CC=CC=C1)(C1=CC=CC=C1)C1=CC=CC=C1)(C1=CC=C(C=C1)F)N[S@](=O)C(C)(C)C ((R)—N—((R)-1-(3-fluoro-5-(1,1,2,2-tetrafluoroethoxy)phenyl)-1-(4-fluorophenyl)-2-(2-trityl-2H-tetrazol-5-yl)ethyl)-2-methylpropane-2-sulfinamide), Cl (HCl). Solvent: CO (MeOH), O1CCOCC1 (dioxane). Reaction conditions: time 20 minute. Product: FC=1C=C(C=C(C1)OC(C(F)F)(F)F)[C@](CC=1N=NN(N1)C)(N)C1=CC=C(C=C1)F ((R)-1-(3-fluoro-5-(1,1,2,2-tetrafluoroethoxy)phenyl)-1-(4-fluorophenyl)-2-(2-methyl-2H-tetrazol-5-yl)ethanamine). The yield is 29.3%. RXN SMILES: [F:1][C:2]1[CH:3]=[C:4]([C@:15]([NH:48][S@@](C(C)(C)C)=O)([C:41]2[CH:46]=[CH:45][C:44]([F:47])=[CH:43][CH:42]=2)[CH2:16][C:17]2[N:18]=[N:19][N:20]([C:22](C3C=CC=CC=3)(C3C=CC=CC=3)C3C=CC=CC=3)[N:21]=2)[CH:5]=[C:6]([O:8][C:9]([F:14])([F:13])[CH:10]([F:12])[F:11])[CH:7]=1.Cl>CO.O1CCOCC1>[F:1][C:2]1[CH:3]=[C:4]([C@@:15]([C:41]2[CH:42]=[CH:43][C:44]([F:47])=[CH:45][CH:46]=2)([NH2:48])[CH2:16][C:17]2[N:18]=[N:19][N:20]([CH3:22])[N:21]=2)[CH:5]=[C:6]([O:8][C:9]([F:14])([F:13])[CH:10]([F:11])[F:12])[CH:7]=1. Reported procedure: To a solution of (R)—N—((R)-1-(3-fluoro-5-(1,1,2,2-tetrafluoroethoxy)phenyl)-1-(4-fluorophenyl)-2-(2-trityl-2H-tetrazol-5-yl)ethyl)-2-methylpropane-2-sulfinamide (60 mg, 0.079 mmol) in MeOH (3 mL) was added 4 N HCl in dioxane (1 mL). The reaction mixture was stirred at room temperature for 20 min, then concentrated to yield (R)-1-(3-fluoro-5-(1,1,2,2-tetrafluoroethoxy)phenyl)-1-(4-fluorophenyl)-2-(2H-tetrazol-5-yl)ethanamine LCMS: RT=2.66 min [M+H] 418.55 (Phenomenex Luna C18 4.6×50 mm column, e... Starting materials: BrC1=CC=CC(=N1)NC=1C=2N(N=C(C1)Cl)C(=CN2)C(=O)NC2=C(C=NC=C2)F (8-(6-bromopyridin-2-ylamino)-6-chloro-N-(3-fluoropyridin-4-yl)imidazo[1,2-b]pyridazine-3-carboxamide), N[C@@H]1CC[C@H](CC1)O ((trans)-4-aminocyclohexanol). Solvent: CN1CCCC1=O (NMP). Reaction conditions: temperature 160 celsius. Yields the product FC=1C=NC=CC1NC(=O)C1=CN=C2N1N=C(C=C2NC2=NC(=CC=C2)N[C@@H]2CC[C@H](CC2)O)N[C@@H]2CC[C@H](CC2)O (N-(3-fluoropyridin-4-yl)-6-((trans)-4-hydroxycyclohexylamino)-8-(6-((trans)-4-hydroxycyclohexylamino)pyridin-2-ylamino)imidazo[1,2-b]pyridazine-3-carboxamide). Isolated yield 80.2%. As a reaction SMILES: Br[C:2]1[N:7]=[C:6]([NH:8][C:9]2[C:10]3[N:11]([C:16]([C:19]([NH:21][C:22]4[CH:27]=[CH:26][N:25]=[CH:24][C:23]=4[F:28])=[O:20])=[CH:17][N:18]=3)[N:12]=[C:13](Cl)[CH:14]=2)[CH:5]=[CH:4][CH:3]=1.[NH2:29][C@H:30]1[CH2:35][CH2:34][C@H:33]([OH:36])[CH2:32][CH2:31]1>CN1C(=O)CCC1>[F:28][C:23]1[CH:24]=[N:25][CH:26]=[CH:27][C:22]=1[NH:21][C:19]([C:16]1[N:11]2[N:12]=[C:13]([NH:29][C@H:30]3[CH2:35][CH2:34][C@H:33]([OH:36])[CH2:32][CH2:31]3)[CH:14]=[C:9]([NH:8][C:6]3[CH:5]=[CH:4][CH:3]=[C:2]([NH:29][C@H:30]4[CH2:35][CH2:34][C@H:33]([OH:36])[CH2:32][CH2:31]4)[N:7]=3)[C:10]2=[N:18][CH:17]=1)=[O:20]. Procedure details: A mixture of 8-(6-bromopyridin-2-ylamino)-6-chloro-N-(3-fluoropyridin-4-yl)imidazo[1,2-b]pyridazine-3-carboxamide (40 mg, 0.086 mmol) and (trans)-4-aminocyclohexanol (100 mg, 0.868 mmol) in NMP (0.5 mL) was heated at 160° C. in a microwave for 1.5 h (300 W power). The reaction mixture was cooled to room temperature and purified by preparative reversed-phase HPLC to give 45B (39.7 mg, 62%) as yellow solid. HPLC Rt=2.780 min (Chromolith SpeedROD 4.6×50 mm, 10-90% aqueous methanol containing 0.1% T...